The task is: describe an organic reaction: reactants, conditions, products, and yield. This data is from the Open Reaction Database (ORD), a public repository of structured organic reaction records. Starting materials: O=C([O-])[O-], CCOS(=O)(=O)OCC, CO, [K+], [K+], OCc1nc2ccccc2[nH]1. As a reaction SMILES: [C:12](=[O:13])([O-:14])[O-:15].[CH2:18]([CH3:19])[O:20][S:21]([O:22][CH2:23][CH3:24])(=[O:25])=[O:26].[CH3:27][OH:28].[K+:16].[K+:17].[OH:1][CH2:2][c:3]1[nH:4][c:5]2[c:6]([n:7]1)[cH:8][cH:9][cH:10][cH:11]2>>[OH:1][CH2:2][c:3]1[n:4][c:5]2[c:6]([n:7]1[CH2:18][CH3:19])[cH:8][cH:9][cH:10][cH:11]2. Product: CCn1c(CO)nc2ccccc21. Starting materials: [H-], Nc1ccc(C(=O)N2CCc3cn[nH]c3-c3sccc32)cc1, [Na+], C1COCCO1, Cc1ccccc1C(=O)Cl. The product is Cc1ccccc1C(=O)Nc1ccc(C(=O)N2CCc3c[nH]nc3-c3sccc32)cc1. As a reaction SMILES: [H-:23].[NH2:1][c:2]1[cH:3][cH:4][c:5]([C:6](=[O:7])[N:8]2[c:9]3[c:10]([s:18][cH:19][cH:20]3)-[c:11]3[c:12]([cH:15][n:16][nH:17]3)[CH2:13][CH2:14]2)[cH:21][cH:22]1.[Na+:24].[O:35]1[CH2:36][CH2:37][O:38][CH2:39][CH2:40]1.[c:25]1([CH3:34])[c:26]([C:31](=[O:32])[Cl:33])[cH:27][cH:28][cH:29][cH:30]1>>[NH:1]([c:2]1[cH:3][cH:4][c:5]([C:6](=[O:7])[N:8]2[c:9]3[c:10]([s:18][cH:19][cH:20]3)-[c:11]3[c:12]([cH:15][nH:16][n:17]3)[CH2:13][CH2:14]2)[cH:21][cH:22]1)[C:31]([c:26]1[c:25]([CH3:34])[cH:30][cH:29][cH:28][cH:27]1)=[O:32]. The reactants are C1CCOC1, CC(NC(=O)OCc1ccccc1)C(=O)c1ccc(Cl)cc1, C[SiH](C)c1ccccc1, CCOC(C)=O, [K+], [OH-], O=C(O)C(F)(F)F. The product is CC(NC(=O)OCc1ccccc1)C(O)c1ccc(Cl)cc1. RXN SMILES: [CH2:47]1[O:48][CH2:49][CH2:50][CH2:51]1.[CH2:8]([c:9]1[cH:10][cH:11][cH:12][cH:13][cH:14]1)[O:15][C:16]([NH:17][CH:18]([C:19](=[O:20])[c:21]1[cH:22][cH:23][c:24]([Cl:27])[cH:25][cH:26]1)[CH3:28])=[O:29].[CH3:30][SiH:31]([CH3:32])[c:33]1[cH:34][cH:35][cH:36][cH:37][cH:38]1.[CH3:41][CH2:42][O:43][C:44]([CH3:45])=[O:46].[K+:40].[OH-:39].[OH:1][C:2]([C:3]([F:4])([F:5])[F:6])=[O:7]>>[CH2:8]([c:9]1[cH:10][cH:11][cH:12][cH:13][cH:14]1)[O:15][C:16]([NH:17][CH:18]([CH:19]([OH:20])[c:21]1[cH:22][cH:23][c:24]([Cl:27])[cH:25][cH:26]1)[CH3:28])=[O:29]. The reactants are CC(C)=CCCC(C)=CCCC(C)=CCBr, CN(C)P(=O)(N(C)C)N(C)C, CCOCC, C1CCOC1. Yields the product CC(C)=CCCC(C)=CCCC(C)=CCCCCO. RXN SMILES: [CH3:1][C:2](=[CH:3][CH2:4][Br:5])[CH2:6][CH2:7][CH:8]=[C:9]([CH2:10][CH2:11][CH:12]=[C:13]([CH3:14])[CH3:15])[CH3:16].[CH3:22][N:23]([P:24]([N:25]([CH3:26])[CH3:27])([N:28]([CH3:29])[CH3:30])=[O:31])[CH3:32].[CH3:33][CH2:34][O:35][CH2:36][CH3:37].[O:17]1[CH2:18][CH2:19][CH2:20][CH2:21]1>>[CH3:1][C:2](=[CH:3][CH2:4][CH2:20][CH2:19][CH2:18][OH:17])[CH2:6][CH2:7][CH:8]=[C:9]([CH2:10][CH2:11][CH:12]=[C:13]([CH3:14])[CH3:15])[CH3:16]. Reactants: C1(C=CC=C1)C(C1C(C2=C(C=C3C=4C=C5C(=CC4CC3=C2)C(CCC5(C)C)(C)C)C(C1)(C)C)(C)C)(C1=CC=CC=C1)C1=CC=CC=C1 (1-(cyclopentadienyl)-1-(1,1,4,4,7,7,10,10-octamethyl-1,2,3,4,7,8,9,10-octahydrodibenzo(b,h)-fluorenyl)diphenylmethane), Cl[Si](C)(C)C (chlorotrimethylsilane), CCCCCC (hexane), [Li]CCCC (n-BuLi). Solvent: C1CCOC1 (THF). Product: C[Si](C1=CC(C=C1)C(C1C(C2=C(C=C3C=4C=C5C(=CC4CC3=C2)C(CCC5(C)C)(C)C)C(C1)(C)C)(C)C)(C1=CC=CC=C1)C1=CC=CC=C1)(C)C (1-(3-trimethylsilylcyclopentadienyl)-1-(1,1,4,4,7,7,10,10-octamethyl-1,2,3,4,7,8,9,10-octahydrodibenzo(b,h)-fluorenyl)diphenylmethane). Yield: 60.8%. As a reaction SMILES: [CH:1]1([C:6]([C:42]2[CH:47]=[CH:46][CH:45]=[CH:44][CH:43]=2)([C:36]2[CH:41]=[CH:40][CH:39]=[CH:38][CH:37]=2)[CH:7]2[CH2:31][C:30]([CH3:33])([CH3:32])[C:10]3[CH:11]=[C:12]4[C:20](=[CH:21][C:9]=3[C:8]2([CH3:35])[CH3:34])[CH2:19][C:18]2[CH:17]=[C:16]3[C:22]([CH3:29])([CH3:28])[CH2:23][CH2:24][C:25]([CH3:27])([CH3:26])[C:15]3=[CH:14][C:13]4=2)[CH:5]=[CH:4][CH:3]=[CH:2]1.CCCCCC.[Li]CCCC.Cl[Si:60]([CH3:63])([CH3:62])[CH3:61]>C1COCC1>[CH3:61][Si:60]([CH3:63])([CH3:62])[C:3]1[CH:4]=[CH:5][CH:1]([C:6]([C:36]2[CH:37]=[CH:38][CH:39]=[CH:40][CH:41]=2)([C:42]2[CH:43]=[CH:44][CH:45]=[CH:46][CH:47]=2)[CH:7]2[CH2:31][C:30]([CH3:32])([CH3:33])[C:10]3[CH:11]=[C:12]4[C:20](=[CH:21][C:9]=3[C:8]2([CH3:34])[CH3:35])[CH2:19][C:18]2[CH:17]=[C:16]3[C:22]([CH3:29])([CH3:28])[CH2:23][CH2:24][C:25]([CH3:27])([CH3:26])[C:15]3=[CH:14][C:13]4=2)[CH:2]=1. Procedure: In a 30 ml Schlenk flask purged with nitrogen, 0.92 g (1.48 mmol, 1 eq) of 1-(cyclopentadienyl)-1-(1,1,4,4,7,7,10,10-octamethyl-1,2,3,4,7,8,9,10-octahydrodibenzo(b,h)-fluorenyl)diphenylmethane was placed at room temperature. Then, 20 ml of dehydrated THF was added, and the mixture was stirred by a magnetic stirrer to give a solution. The solution was cooled with an ice bath (light orangy brown solution). To the solution, 1.0 ml (1.63 mmol, 1.10 eq) of a hexane solution of n-BuLi was dropwise add...